This data is from the Open Reaction Database (ORD), a public repository of structured organic reaction records. The task is: describe an organic reaction: reactants, conditions, products, and yield Starting materials: CO, CCOCC, [K+], [OH-], OCCO, CC1=C(O)C(=O)N(c2ccc3nc[nH]c3c2)C1C1CCC(Oc2ccccc2)CC1. Reaction SMILES: [CH3:42][OH:43].[CH3:7][CH2:8][O:9][CH2:10][CH3:11].[K+:2].[OH-:1].[OH:3][CH2:4][CH2:5][OH:6].[nH:12]1[cH:13][n:14][c:15]2[c:16]1[cH:17][c:18]([N:21]1[C:22](=[O:41])[C:23]([OH:40])=[C:24]([CH3:39])[CH:25]1[CH:26]1[CH2:27][CH2:28][CH:29]([O:32][c:33]3[cH:34][cH:35][cH:36][cH:37][cH:38]3)[CH2:30][CH2:31]1)[cH:19][cH:20]2>>[CH3:4][O:40][C:23]1=[C:24]([CH3:39])[CH:25]([CH:26]2[CH2:27][CH2:28][CH:29]([O:32][c:33]3[cH:34][cH:35][cH:36][cH:37][cH:38]3)[CH2:30][CH2:31]2)[N:21]([c:18]2[cH:17][c:16]3[nH:12][cH:13][n:14][c:15]3[cH:20][cH:19]2)[C:22]1=[O:41]. The product is COC1=C(C)C(C2CCC(Oc3ccccc3)CC2)N(c2ccc3nc[nH]c3c2)C1=O. The reactants are O=C(NC1=NC2(CCS1)c1cc(Br)ccc1Oc1cnc(Cl)cc12)c1ccc([N+](=O)[O-])cc1, CO, Cl, [Na+], [OH-], O. The product is NC1=NC2(CCS1)c1cc(Br)ccc1Oc1cnc(Cl)cc12. As a reaction SMILES: [Br:4][c:5]1[cH:6][c:7]2[c:17]([cH:18][cH:19]1)[O:16][c:10]1[c:9]([cH:14][c:13]([Cl:15])[n:12][cH:11]1)[C:8]21[N:20]=[C:21]([NH:25][C:26](=[O:27])[c:28]2[cH:29][cH:30][c:31]([N+:32]([O-:33])=[O:34])[cH:35][cH:36]2)[S:22][CH2:23][CH2:24]1.[CH3:37][OH:38].[ClH:3].[Na+:2].[OH-:1].[OH2:39]>>[Br:4][c:5]1[cH:6][c:7]2[c:17]([cH:18][cH:19]1)[O:16][c:10]1[c:9]([cH:14][c:13]([Cl:15])[n:12][cH:11]1)[C:8]21[N:20]=[C:21]([NH2:25])[S:22][CH2:23][CH2:24]1. Reactants: O=C([O-])[O-], Fc1ccc(S)cc1Cl, CI, [K+], [K+], CN(C)C=O, O. The product is CSc1ccc(F)c(Cl)c1. As a reaction SMILES: [C:12](=[O:13])([O-:14])[O-:15].[Cl:3][c:4]1[cH:5][c:6]([SH:11])[cH:7][cH:8][c:9]1[F:10].[I:1][CH3:2].[K+:16].[K+:17].[O:18]=[CH:19][N:20]([CH3:21])[CH3:22].[OH2:23]>>[Cl:3][c:4]1[cH:5][c:6]([S:11][CH3:12])[cH:7][cH:8][c:9]1[F:10].